This data is from the Open Reaction Database (ORD), a public repository of structured organic reaction records. The task is: describe an organic reaction: reactants, conditions, products, and yield Reactants: C[C@H]1[C@H]([C@@](C[C@@H](O1)O[C@H]2[C@@H]3[C@H]4C5=NC(=CS5)C(=O)N[C@@H](COC(=O)C6=C(C7=C(C=CC=C7N6O)COC2=O)CO3)C8=NC(=CS8)C9=C(C=C(C(=N9)C1=NC(=CS1)C(=O)N)O)C1=NC(=CS1)C(=O)N[C@H](C(=O)N/C(=C(\C)/OC)/C1=NC(=CS1)C(=O)N4)[C@@H](C)O)(C)O)N(C)C.C(=O)(C(F)(F)F)O (nocathiacin IV TFA), 1,3-2-diazaphosphorine. Solvent: C1CCOC1.CC#N (THF CH3CN). Conditions: temperature 25 celsius, time 30 minute. The product is C[C@H]1[C@H]([C@@](C[C@@H](O1)O[C@H]2[C@@H]3[C@H]4C5=NC(=CS5)C(=O)N[C@@H](COC(=O)C6=C(C7=C(C=CC=C7N6O)COC2=O)CO3)C8=NC(=CS8)C9=C(C=C(C(=N9)C1=NC(=CS1)C(=O)N)O)C1=NC(=CS1)C(=O)N[C@H](C(=O)N/C(=C(\C)/OC)/C1=NC(=CS1)C(=O)N4)[C@@H](C)O)(C)O)N(C)C (nocathiacin IV). Yield: 74.3%. Reaction SMILES: [CH3:1][C@@H:2]1[O:7][C@@H:6]([O:8][C@@H:9]2[C:37](=[O:38])[O:36][CH2:35][C:28]3[CH:29]=[CH:30][CH:31]=[C:32]4[N:33]([OH:34])[C:25]5=[C:26]([CH2:39][O:40][C@H:10]2[C@@H:11]2[NH:85][C:83](=[O:84])[C:80]6=[CH:81][S:82][C:78](=[N:79]6)/[C:73](=[C:74](\[O:76][CH3:77])/[CH3:75])/[NH:72][C:70](=[O:71])[C@H:69]([C@H:86]([OH:88])[CH3:87])[NH:68][C:66](=[O:67])[C:63]6=[CH:64][S:65][C:61](=[N:62]6)[C:47]6[CH:48]=[C:49]([OH:60])[C:50]([C:52]7[S:56][CH:55]=[C:54]([C:57]([NH2:59])=[O:58])[N:53]=7)=[N:51][C:46]=6[C:43]6=[CH:44][S:45][C:41](=[N:42]6)[C@H:20]([CH2:21][O:22][C:23]5=[O:24])[NH:19][C:17](=[O:18])[C:14]5=[CH:15][S:16][C:12]2=[N:13]5)[C:27]=34)[CH2:5][C@@:4]([OH:90])([CH3:89])[C@@H:3]1[N:91]([CH3:93])[CH3:92].C(O)(C(F)(F)F)=O>C1COCC1.CC#N>[CH3:1][C@@H:2]1[O:7][C@@H:6]([O:8][C@@H:9]2[C:37](=[O:38])[O:36][CH2:35][C:28]3[CH:29]=[CH:30][CH:31]=[C:32]4[N:33]([OH:34])[C:25]5=[C:26]([CH2:39][O:40][C@H:10]2[C@@H:11]2[NH:85][C:83](=[O:84])[C:80]6=[CH:81][S:82][C:78](=[N:79]6)/[C:73](=[C:74](\[O:76][CH3:77])/[CH3:75])/[NH:72][C:70](=[O:71])[C@H:69]([C@H:86]([OH:88])[CH3:87])[NH:68][C:66](=[O:67])[C:63]6=[CH:64][S:65][C:61](=[N:62]6)[C:47]6[CH:48]=[C:49]([OH:60])[C:50]([C:52]7[S:56][CH:55]=[C:54]([C:57]([NH2:59])=[O:58])[N:53]=7)=[N:51][C:46]=6[C:43]6=[CH:44][S:45][C:41](=[N:42]6)[C@H:20]([CH2:21][O:22][C:23]5=[O:24])[NH:19][C:17](=[O:18])[C:14]5=[CH:15][S:16][C:12]2=[N:13]5)[C:27]=34)[CH2:5][C@@:4]([OH:90])([CH3:89])[C@@H:3]1[N:91]([CH3:93])[CH3:92] |f:0.1,2.3|. Reported procedure: To a solution of nocathiacin IV-TFA salt (compound of Preparation 2, 35 mg) in THF/CH3CN (3.5 mL, 6:1) was added 1,3-2-diazaphosphorine on polystyrene (26 mg, 2.3 mmol/g) and the mixture was stirred at 25° C. for 30 minutes. The resin-bound base (1,3-2-diazaphosphorine on polystyrene) was then removed by filtration. The filter cake was washed with MeOH, THF, CH3CN and H2O. The filtrate was then concentrated under reduced pressure in order to remove volatiles. The resulting solution was frozen an... Reactants: COC(C1=CC=CC=C1)=N (benzimidic acid methyl ester), C(C)N=C=O (ethyl isocyanate). Conditions: temperature 50 celsius, time 24 hour. Yields the product C(C)NC(=O)N=C(C1=CC=CC=C1)OC (1-Ethyl-3-(methoxy-phenyl-methylene)-urea). Yield: 95.1%. Reaction SMILES: [CH3:1][O:2][C:3](=[NH:10])[C:4]1[CH:9]=[CH:8][CH:7]=[CH:6][CH:5]=1.[CH2:11]([N:13]=[C:14]=[O:15])[CH3:12]>>[CH2:11]([NH:13][C:14]([N:10]=[C:3]([O:2][CH3:1])[C:4]1[CH:9]=[CH:8][CH:7]=[CH:6][CH:5]=1)=[O:15])[CH3:12]. Procedure details: A neat mixture of benzimidic acid methyl ester (750 mg, 5.56 mmol) and ethyl isocyanate (808 mg, 11.3 mmol) was stirred at 50° C. for 24 h. Excess isocyanate was removed under vacuum to provide the desired product as a colorless viscous oil (1.09 g, 95%). This material was used without further purification. 1H NMR (400 MHz, CDCl3) δ1.07 (t, J=7.3 Hz, 3H), 3.25 (q, J=7.3 Hz, 2H), 3.87 (s, 3H), 4.97 (br s, 1H), 7.26-7.40 (m, 2H), 7.45 (d, J=7.4 Hz, 1H), 7.69-7.71 (m, 2H). MS, m/z 207=M+1. Procedure details: DMF (2 ml) was added to a mixture of 2-(5-bromo-α-cyano-2-methoxymethoxybenzyl)-3-(1,3-dioxolan-2-yl)pyridine (120 mg) and potassium carbonate (102 mg), which was stirred for 80 hours at room temperature. The reaction mixture was poured into water, which was subjected to extraction with ethyl acetate. The extract solution was washed with water, dried (anhydrous sodium sulfate) and concentrated to give 2-(5-bromo-2-methoxy methoxy benzoyl)-3-(1,3-dioxolan-2-yl)pyridine (90 mg) (Compound E-1). The... Reactants: CN(C)C=O (DMF), BrC=1C=CC(=C(C(C#N)C2=NC=CC=C2C2OCCO2)C1)OCOC (2-(5-bromo-α-cyano-2-methoxymethoxybenzyl)-3-(1,3-dioxolan-2-yl)pyridine), C([O-])([O-])=O.[K+].[K+] (potassium carbonate). Run at time 80 hour. RXN SMILES: CN(C=[O:5])C.[Br:6][C:7]1[CH:8]=[CH:9][C:10]([O:27][CH2:28][O:29][CH3:30])=[C:11]([CH:26]=1)[CH:12]([C:15]1[C:20]([CH:21]2[O:25][CH2:24][CH2:23][O:22]2)=[CH:19][CH:18]=[CH:17][N:16]=1)C#N.C(=O)([O-])[O-].[K+].[K+]>O>[Br:6][C:7]1[CH:8]=[CH:9][C:10]([O:27][CH2:28][O:29][CH3:30])=[C:11]([CH:26]=1)[C:12]([C:15]1[C:20]([CH:21]2[O:25][CH2:24][CH2:23][O:22]2)=[CH:19][CH:18]=[CH:17][N:16]=1)=[O:5] |f:2.3.4|. The product is BrC=1C=CC(=C(C(=O)C2=NC=CC=C2C2OCCO2)C1)OCOC (2-(5-bromo-2-methoxy methoxy benzoyl)-3-(1,3-dioxolan-2-yl)pyridine). Run in O (water). The reactants are [OH-].[Na+] (sodium hydroxide), C1(CC1)CN(C1=CC=C(C(=O)OCC)C=C1)C1=CC=2CCCC3(CCCC(=C1)C23)C (ethyl 4-[N-cyclopropylmethyl-(6a-methyl-5,6,6a,7,8,9-hexahydro-4H-2-phenalenyl)amino]benzoate), Cl (hydrochloric acid). The solvent is C(C)O (ethanol). Run at temperature 50 celsius, time 8 hour. Yields the product C1(CC1)CN(C1=CC=C(C(=O)O)C=C1)C1=CC=2CCCC3(CCCC(=C1)C23)C (4-[N-Cyclopropylmethyl-(6a-methyl-5,6,6a,7,8,9-hexahydro-4H-2-phenalenyl)amino]benzoic acid). The yield is 71.6%. Reaction SMILES: [CH:1]1([CH2:4][N:5]([C:17]2[CH:28]=[C:27]3[C:29]4[C:23]([CH3:30])([CH2:24][CH2:25][CH2:26]3)[CH2:22][CH2:21][CH2:20][C:19]=4[CH:18]=2)[C:6]2[CH:16]=[CH:15][C:9]([C:10]([O:12]CC)=[O:11])=[CH:8][CH:7]=2)[CH2:3][CH2:2]1.[OH-].[Na+].Cl>C(O)C>[CH:1]1([CH2:4][N:5]([C:17]2[CH:18]=[C:19]3[C:29]4[C:23]([CH3:30])([CH2:22][CH2:21][CH2:20]3)[CH2:24][CH2:25][CH2:26][C:27]=4[CH:28]=2)[C:6]2[CH:7]=[CH:8][C:9]([C:10]([OH:12])=[O:11])=[CH:15][CH:16]=2)[CH2:3][CH2:2]1 |f:1.2|. Procedure: A suspension of ethyl 4-[N-cyclopropylmethyl-(6a-methyl-5,6,6a,7,8,9-hexahydro-4H-2-phenalenyl)amino]benzoate (0.063 g) in ethanol (5 ml) was added with 20% aqueous sodium hydroxide (1 ml), and the mixture was stirred overnight at 50° C. The reaction mixture was left to cool and then made acidic with 2 N aqueous hydrochloric acid, and the mixture was extracted with chloroform. The organic layer was washed with saturated brine, and dried over anhydrous sodium sulfate. The organic layer was concen... Starting materials: O=C(OC1C(COC(c2ccccc2)(c2ccccc2)c2ccccc2)OC(n2cnc3c(NC4CCc5ccccc54)ncnc32)C1F)c1ccccc1, O=CO. The product is O=C(OC1C(CO)OC(n2cnc3c(NC4CCc5ccccc54)ncnc32)C1F)c1ccccc1. Reaction SMILES: [C:1]([c:2]1[cH:3][cH:4][cH:5][cH:6][cH:7]1)(=[O:8])[O:9][CH:10]1[CH:11]([CH2:35][O:36][C:37]([c:38]2[cH:39][cH:40][cH:41][cH:42][cH:43]2)([c:44]2[cH:45][cH:46][cH:47][cH:48][cH:49]2)[c:50]2[cH:51][cH:52][cH:53][cH:54][cH:55]2)[O:12][CH:13]([n:16]2[c:17]3[n:18][cH:19][n:20][c:21]([NH:25][CH:26]4[CH2:27][CH2:28][c:29]5[cH:30][cH:31][cH:32][cH:33][c:34]54)[c:22]3[n:23][cH:24]2)[CH:14]1[F:15].[CH:56]([OH:57])=[O:58]>>[C:1]([c:2]1[cH:3][cH:4][cH:5][cH:6][cH:7]1)(=[O:8])[O:9][CH:10]1[CH:11]([CH2:35][OH:36])[O:12][CH:13]([n:16]2[c:17]3[n:18][cH:19][n:20][c:21]([NH:25][CH:26]4[CH2:27][CH2:28][c:29]5[cH:30][cH:31][cH:32][cH:33][c:34]54)[c:22]3[n:23][cH:24]2)[CH:14]1[F:15]. Reactants: COC(C(CC1=CC=C(C=C1)O)NC(=O)OC(C)(C)C)=O (methyl-2-[(t-butoxycarbonyl)amino]-3-(4-hydroxyphenyl)propanoate), CN(C)C=O (DMF), [H-].[Na+] (sodium hydride), CN(C)C=O (DMF), FC1=CC=C(C=O)C=C1 (4-Fluorobenzaldehyde). Run at temperature 80 celsius, time 15 minute. Product: COC(C(CC1=C(C=CC=C1)OC1=CC=C(C=C1)C=O)NC(=O)OC(C)(C)C)=O (methyl-2-[(t-butoxycarbonyl)amino]-3-[-(4-formylphenoxy)phenyl]propanoate). Yield: 85.0%. Reaction SMILES: [H-].[Na+].[CH3:3][O:4][C:5](=[O:23])[CH:6]([NH:15][C:16]([O:18][C:19]([CH3:22])([CH3:21])[CH3:20])=[O:17])[CH2:7][C:8]1[CH:13]=[CH:12][C:11](O)=[CH:10][CH:9]=1.F[C:25]1[CH:32]=[CH:31][C:28]([CH:29]=[O:30])=[CH:27][CH:26]=1.CN(C=[O:37])C>>[CH3:3][O:4][C:5](=[O:23])[CH:6]([NH:15][C:16]([O:18][C:19]([CH3:22])([CH3:21])[CH3:20])=[O:17])[CH2:7][C:8]1[CH:13]=[CH:12][CH:11]=[CH:10][C:9]=1[O:37][C:25]1[CH:32]=[CH:31][C:28]([CH:29]=[O:30])=[CH:27][CH:26]=1 |f:0.1|. Procedure details: To a suspension of fresh sodium hydride (0.813 g, 33.9 mmol) in dry DMF (20 ml) under nitrogen atmosphere was added the solution of methyl-2-[(t-butoxycarbonyl)amino]-3-(4-hydroxyphenyl)propanoate (10 g, 33.9 mmol) in DMF (20 ml) slowly. The mixture was stirred for 15 minutes. 4-Fluorobenzaldehyde (4.20 g, 33.9 mmol) was added and the mixture was heated to 80° C. After completion of the reaction, the solvent was removed by high vacuum and the mixture was quenched with addition of saturated aqueo...